This data is from the Open Reaction Database (ORD), a public repository of structured organic reaction records. The task is: describe an organic reaction: reactants, conditions, products, and yield Starting materials: C(C)(C)(C)OC(=O)N1[C@@H](CC(C1)=NOC)C(=O)O ((2S,4EZ)-1-(tert-butoxycarbonyl)-4-(methoxyimino)-2-pyrrolidinecarboxylic acid), N(=C=O)C1=CC(=CC=C1)OC (1-isocyanato-3-methoxybenzene), S1C(=CC=C1)CN (2-thienylmethylamine). Product: CON=C1C[C@H](N(C1)C(=O)NC1=CC(=CC=C1)OC)C(=O)NCC=1SC=CC1 ((2S,4EZ)-4-(methoxyimino)-N1-(3-methoxyphenyl)-N2-(2-thienylmethyl)-1,2-pyrrolidinedicarboxamide). As a reaction SMILES: C(O[C:6]([N:8]1[CH2:12][C:11](=[N:13][O:14][CH3:15])[CH2:10][C@H:9]1[C:16]([OH:18])=O)=[O:7])(C)(C)C.[N:19]([C:22]1[CH:27]=[CH:26][CH:25]=[C:24]([O:28][CH3:29])[CH:23]=1)=C=O.[S:30]1[CH:34]=[CH:33][CH:32]=[C:31]1[CH2:35][NH2:36]>>[CH3:15][O:14][N:13]=[C:11]1[CH2:12][N:8]([C:6]([NH:19][C:22]2[CH:27]=[CH:26][CH:25]=[C:24]([O:28][CH3:29])[CH:23]=2)=[O:7])[C@H:9]([C:16]([NH:36][CH2:35][C:31]2[S:30][CH:34]=[CH:33][CH:32]=2)=[O:18])[CH2:10]1. Procedure details: Following the general method as outlined in Example 22, starting from (2S,4EZ)-1-(tert-butoxycarbonyl)-4-(methoxyimino)-2-pyrrolidinecarboxylic acid, 1-isocyanato-3-methoxybenzene, and 2-thienylmethylamine the title compound was obtained in 79% purity by LC/MS. MS(ESI+): m/z=403.2. Starting materials: CC1=C(C(=O)OC)C=CC(=N1)C(F)(F)F (methyl 2-methyl-6-trifluoromethylnicotinate), BrN1C(CCC1=O)=O (N-bromosuccinimide), α,α-azaisobutyronitrile. Run in C(Cl)(Cl)(Cl)Cl (carbon tetrachloride). Product: BrCC1=C(C(=O)OC)C=CC(=N1)C(F)(F)F (methyl 2-bromomethyl-6-trifluoromethyinicotinate). Reaction SMILES: [CH3:1][C:2]1[N:11]=[C:10]([C:12]([F:15])([F:14])[F:13])[CH:9]=[CH:8][C:3]=1[C:4]([O:6][CH3:7])=[O:5].[Br:16]N1C(=O)CCC1=O>C(Cl)(Cl)(Cl)Cl>[Br:16][CH2:1][C:2]1[N:11]=[C:10]([C:12]([F:15])([F:13])[F:14])[CH:9]=[CH:8][C:3]=1[C:4]([O:6][CH3:7])=[O:5]. Procedure details: 50 g (0.23 mol) of methyl 2-methyl-6-trifluoromethylnicotinate and 49 g (0.28 mol) of N-bromosuccinimide are heated for 90 minutes at 50° C. in 500 ml of carbon tetrachloride in the presence of a catalytic amount of α,α-azaisobutyronitrile with illumination by a 150 watt lamp. Precipitated succinimide is filtered off, and the product methyl 2-bromomethyl-6-trifluoromethyinicotinate is then isolated as main component by means of column chromatography (mobile phase ethyl acetate/hexane 1:15), 1H-N... The reactants are BrCc1ccc(Br)cn1, O=C([O-])[O-], CC(C)=O, [K+], [K+], O=S1(=O)CCNCC1. Yields the product O=S1(=O)CCN(Cc2ccc(Br)cn2)CC1. RXN SMILES: [Br:1][c:2]1[cH:3][cH:4][c:5]([CH2:8][Br:9])[n:6][cH:7]1.[C:18](=[O:19])([O-:20])[O-:21].[CH3:24][C:25](=[O:26])[CH3:27].[K+:22].[K+:23].[S:10]1(=[O:16])(=[O:17])[CH2:11][CH2:12][NH:13][CH2:14][CH2:15]1>>[Br:1][c:2]1[cH:3][cH:4][c:5]([CH2:8][N:13]2[CH2:12][CH2:11][S:10](=[O:16])(=[O:17])[CH2:15][CH2:14]2)[n:6][cH:7]1.